Dataset: the Open Reaction Database (ORD), a public repository of structured organic reaction records. Task: describe an organic reaction: reactants, conditions, products, and yield Reactants: ClC=1C(=C(C=CC1)N1CN(CC1=O)C(CNCCOC)=O)C (3-(3-Chloro-2-methyl-phenyl)-1-[2-(2-methoxy-ethylamino)-acetyl]-imidazolidin-4-one), ClC1=CC=C(S1)C(=O)O (5-Chloro-thiophene-2-carboxylic acid). Yields the product ClC=1C(=C(C=CC1)N1CN(CC1=O)C(CN(C(=O)C=1SC(=CC1)Cl)CCOC)=O)C (5-Chloro-thiophene-2-carboxylic acid {2-[3-(3-chloro-2-methyl-phenyl)-4-oxo-imidazolidin-1-yl]-2-oxo-ethyl}-(2-methoxy-ethyl)-amide). Procedure: The title compound was prepared by procedure analogous to that described in Example 12 using 3-(3-Chloro-2-methyl-phenyl)-1-[2-(2-methoxy-ethylamino)-acetyl]-imidazolidin-4-one and 5-Chloro-thiophene-2-carboxylic acid. LCMS observed for (M+H)+: 470.2 Reaction SMILES: [Cl:1][C:2]1[C:3]([CH3:22])=[C:4]([N:8]2[C:12](=[O:13])[CH2:11][N:10]([C:14](=[O:21])[CH2:15][NH:16][CH2:17][CH2:18][O:19][CH3:20])[CH2:9]2)[CH:5]=[CH:6][CH:7]=1.[Cl:23][C:24]1[S:28][C:27]([C:29](O)=[O:30])=[CH:26][CH:25]=1>>[Cl:1][C:2]1[C:3]([CH3:22])=[C:4]([N:8]2[C:12](=[O:13])[CH2:11][N:10]([C:14](=[O:21])[CH2:15][N:16]([CH2:17][CH2:18][O:19][CH3:20])[C:29]([C:27]3[S:28][C:24]([Cl:23])=[CH:25][CH:26]=3)=[O:30])[CH2:9]2)[CH:5]=[CH:6][CH:7]=1. Reported procedure: 1.16 g of 2-(2-bromopropionylamino)-3-(2-chlorobenzoyl)-6-(3-butynyloxycarbonyl)-4,5,6,7-tetrahydro-thieno[2,3-C]pyridine was dissolved in 36 ml of ethyl acetate, into which ammonia gas was introduced under cooling conditions, followed by heating in a sealed tube at 100° C. After completion of the reaction, the mixture was cooled, to which 50 ml of ethyl acetate was added. The mixture was washed with 1N hydrochloric acid, after which the aqueous phase was neutralized with a sodium carbonate aque... Starting materials: BrC(C(=O)NC1=C(C2=C(CN(CC2)C(=O)OCCC#C)S1)C(C1=C(C=CC=C1)Cl)=O)C (2-(2-bromopropionylamino)-3-(2-chlorobenzoyl)-6-(3-butynyloxycarbonyl)-4,5,6,7-tetrahydro-thieno[2,3-C]pyridine), N (ammonia). Run at temperature 100 celsius. Product: NC(C(=O)NC1=C(C2=C(CN(CC2)C(=O)OCCC#C)S1)C(C1=C(C=CC=C1)Cl)=O)C (2-(2-Aminopropionylamino)-3-(2-chlorobenzoyl)-6-(3-butynyloxycarbonyl)-4,5,6,7-tetrahydro-thieno[2,3-C]pyridine). Reaction SMILES: Br[CH:2]([CH3:31])[C:3]([NH:5][C:6]1[S:21][C:9]2[CH2:10][N:11]([C:14]([O:16][CH2:17][CH2:18][C:19]#[CH:20])=[O:15])[CH2:12][CH2:13][C:8]=2[C:7]=1[C:22](=[O:30])[C:23]1[CH:28]=[CH:27][CH:26]=[CH:25][C:24]=1[Cl:29])=[O:4].[NH3:32]>C(OCC)(=O)C>[NH2:32][CH:2]([CH3:31])[C:3]([NH:5][C:6]1[S:21][C:9]2[CH2:10][N:11]([C:14]([O:16][CH2:17][CH2:18][C:19]#[CH:20])=[O:15])[CH2:12][CH2:13][C:8]=2[C:7]=1[C:22](=[O:30])[C:23]1[CH:28]=[CH:27][CH:26]=[CH:25][C:24]=1[Cl:29])=[O:4]. Run in C(C)(=O)OCC (ethyl acetate), C(C)(=O)OCC (ethyl acetate). Starting materials: Cc1ccc(S(=O)(=O)Oc2nn(Cc3ccccc3)c3ccccc23)cc1, CCCCCCC, C#CCCCCC, ClCCl. Yields the product CCCCCC#Cc1nn(Cc2ccccc2)c2ccccc12. Reaction SMILES: [CH2:1]([c:2]1[cH:3][cH:4][cH:5][cH:6][cH:7]1)[n:8]1[n:9][c:10]([O:17][S:18]([c:19]2[cH:20][cH:21][c:22]([CH3:23])[cH:24][cH:25]2)(=[O:26])=[O:27])[c:11]2[cH:12][cH:13][cH:14][cH:15][c:16]12.[CH3:35][CH2:36][CH2:37][CH2:38][CH2:39][CH2:40][CH3:41].[CH:28]#[C:29][CH2:30][CH2:31][CH2:32][CH2:33][CH3:34].[Cl:42][CH2:43][Cl:44]>>[CH2:1]([c:2]1[cH:3][cH:4][cH:5][cH:6][cH:7]1)[n:8]1[n:9][c:10]([C:28]#[C:29][CH2:30][CH2:31][CH2:32][CH2:33][CH3:34])[c:11]2[cH:12][cH:13][cH:14][cH:15][c:16]12. The reactants are [Na] (sodium), C(CCC)C=1NC2=CC=C(C=C2C(N1)=O)C (2-Butyl-6-methylquinazolin-4(1H)-one), [H-].[Na+] (NaH), C(#N)C=1C=NC=CC1C1=CC=C(C=C1)CBr (3-cyano-4-(4-bromomethyl phenyl)pyridine), solution. Solvent: CC(=O)O (HOAc), CN(C)C=O (DMF), C(Cl)Cl (CH2Cl2). Reaction conditions: time 20 minute. Product: C(CCC)C1=NC2=CC=C(C=C2C(N1CC1=CC=C(C=C1)C1=C(C=NC=C1)C#N)=O)C (2-Butyl-6-methyl-3-[[4-(3-cyanopyridin-4-yl)phenyl]methyl]quinazolin-4(3H)-one). RXN SMILES: [CH2:1]([C:5]1[NH:6][C:7]2[C:12]([C:13](=[O:15])[N:14]=1)=[CH:11][C:10]([CH3:16])=[CH:9][CH:8]=2)[CH2:2][CH2:3][CH3:4].[H-].[Na+].[Na].[C:20]([C:22]1[CH:23]=[N:24][CH:25]=[CH:26][C:27]=1[C:28]1[CH:33]=[CH:32][C:31]([CH2:34]Br)=[CH:30][CH:29]=1)#[N:21]>CN(C=O)C.C(Cl)Cl.CC(O)=O>[CH2:1]([C:5]1[N:14]([CH2:34][C:31]2[CH:30]=[CH:29][C:28]([C:27]3[CH:26]=[CH:25][N:24]=[CH:23][C:22]=3[C:20]#[N:21])=[CH:33][CH:32]=2)[C:13](=[O:15])[C:12]2[C:7](=[CH:8][CH:9]=[C:10]([CH3:16])[CH:11]=2)[N:6]=1)[CH2:2][CH2:3][CH3:4] |f:1.2,^1:18|. Reported procedure: To a solution of 2-butyl-6-methylquinazolin-4(1H)-one (1.0 eq.) from Example 1 in DMF at rt is added NaH (1.0 eq.) to generate the sodium salt. After 20 min, 3-cyano-4-(4-bromomethyl phenyl)pyridine (1 mL of a 2M solution in CH2Cl2, 2 eq.) is added and the mixture is stirred at rt for 3 h. HOAc (100 μL) is added, the excess DMF is removed in vacuo then the crude product is isolated by extraction with EtOAc from brine. Purification by flash chromatography will give the above titled compound.